Dataset: the Open Reaction Database (ORD), a public repository of structured organic reaction records. Task: describe an organic reaction: reactants, conditions, products, and yield Starting materials: I.ClC=1N=CN(C1)C1=C(C=C(C=C1)NC(=N)SC)OC (Methyl 4-(4-chloro-1H-imidazol-1-yl)-3-methoxyphenylcarbamimidothioate, hydroiodide), ClCCCCC(C(=O)O)C1=CC(=C(C=C1)F)F (6-chloro-2-(3,4-difluorophenyl)hexanoic acid), NN (hydrazine). The product is ClCCCCC(C1=CC(=C(C=C1)F)F)C1=NC(=NN1)NC1=CC(=C(C=C1)N1C=NC(=C1)Cl)OC (5-(5-chloro-1-(3,4-difluorophenyl)pentyl)-N-(4-(4-chloro-1H-imidazol-1-yl)-3-methoxyphenyl)-1H-1,2,4-triazol-3-amine). Yield: 12.0%. As a reaction SMILES: I.[Cl:2][C:3]1[N:4]=[CH:5][N:6]([C:8]2[CH:13]=[CH:12][C:11]([NH:14][C:15](SC)=[NH:16])=[CH:10][C:9]=2[O:19][CH3:20])[CH:7]=1.[Cl:21][CH2:22][CH2:23][CH2:24][CH2:25][CH:26]([C:30]1[CH:35]=[CH:34][C:33]([F:36])=[C:32]([F:37])[CH:31]=1)[C:27](O)=O.[NH2:38][NH2:39]>>[Cl:21][CH2:22][CH2:23][CH2:24][CH2:25][CH:26]([C:27]1[NH:39][N:38]=[C:15]([NH:14][C:11]2[CH:12]=[CH:13][C:8]([N:6]3[CH:7]=[C:3]([Cl:2])[N:4]=[CH:5]3)=[C:9]([O:19][CH3:20])[CH:10]=2)[N:16]=1)[C:30]1[CH:35]=[CH:34][C:33]([F:36])=[C:32]([F:37])[CH:31]=1 |f:0.1|. Procedure details: Methyl 4-(4-chloro-1H-imidazol-1-yl)-3-methoxyphenylcarbamimidothioate, hydroiodide (500 mg, 1.69 mmol, from preparation A) and 6-chloro-2-(3,4-difluorophenyl)hexanoic acid (443 mg, 1.69 mmol, from preparation AG) were coupled and then reacted with hydrazine (0.211 mL, 6.74 mmol) using a procedure analogous to Step A of Example 13. The crude products were purified using silica gel chromatography (40-100% ethyl acetate/chloroform) to afford 5-(5-chloro-1-(3,4-difluorophenyl)pentyl)-N-(4-(4-chloro...